This data is from the Open Reaction Database (ORD), a public repository of structured organic reaction records. The task is: describe an organic reaction: reactants, conditions, products, and yield Starting materials: BrC1=CC2=C(N=C(S2)Cl)C=C1 (6-bromo-2-chlorobenzo[d]thiazole), NC(=S)N (thiourea). Solvent: CO (MeOH). Run at temperature 120 celsius. The product is BrC1=CC2=C(N=C(S2)S)C=C1 (6-bromobenzo[d]thiazole-2-thiol). Yield: 81.3%. RXN SMILES: [Br:1][C:2]1[CH:11]=[CH:10][C:5]2[N:6]=[C:7](Cl)[S:8][C:4]=2[CH:3]=1.NC(N)=[S:14]>CO>[Br:1][C:2]1[CH:11]=[CH:10][C:5]2[N:6]=[C:7]([SH:14])[S:8][C:4]=2[CH:3]=1. Procedure: A mixture of 6-bromo-2-chlorobenzo[d]thiazole (250 mg, 1 mmol) and thiourea (228 mg, 3 mmol) in 2 mL of MeOH in a microwave tube was heated in a microwave reactor for 10 min at 120° C. The mixture was concentrated and the solid was collected through filtration and washed with water and dried under high vacuum to afford 6-bromobenzo[d]thiazole-2-thiol as a yellow solid (200 mg, 81%). MS (ESI) m/z 247.9 (M+H+). The reactants are O=C(CCCCc1ccccc1)c1ccc(CCBr)cc1, CCC(C)=O, [I-], [Na+], O. Product: O=C(CCCCc1ccccc1)c1ccc(CCI)cc1. Reaction SMILES: [Br:1][CH2:2][CH2:3][c:4]1[cH:5][cH:6][c:7]([C:10]([CH2:11][CH2:12][CH2:13][CH2:14][c:15]2[cH:16][cH:17][cH:18][cH:19][cH:20]2)=[O:21])[cH:8][cH:9]1.[CH3:25][C:26](=[O:27])[CH2:28][CH3:29].[I-:23].[Na+:22].[OH2:24]>>[CH2:2]([CH2:3][c:4]1[cH:5][cH:6][c:7]([C:10]([CH2:11][CH2:12][CH2:13][CH2:14][c:15]2[cH:16][cH:17][cH:18][cH:19][cH:20]2)=[O:21])[cH:8][cH:9]1)[I:23]. Reactants: NC1=NC(=NC=C1C(C1=C(C(=CC=C1OC)F)F)=O)N[C@@H]1CC[C@H](CC1)NS(=O)(=O)CCCCl (Trans-3-Chloro-propane-1-sulfonic acid [4-[4-amino-5-(2,3-difluoro-6-methoxy-benzoyl)-pyrimidin-2-ylamino]-cyclohexyl]-amide), N1CCOCC1 (morpholine). The solvent is O1CCCC1 (tetrahydrofuran). Yields the product NC1=NC(=NC=C1C(C1=C(C(=CC=C1OC)F)F)=O)N[C@@H]1CC[C@H](CC1)NS(=O)(=O)CCCN1CCOCC1 (Trans-3-Morpholin-4-yl-propane-1-sulfonic acid [4-[4-amino-5-(2,3-difluoro-6-methoxy-benzoyl)-pyrimidin-2-ylamino]-cyclohexyl]-amide). RXN SMILES: [NH2:1][C:2]1[C:7]([C:8](=[O:19])[C:9]2[C:14]([O:15][CH3:16])=[CH:13][CH:12]=[C:11]([F:17])[C:10]=2[F:18])=[CH:6][N:5]=[C:4]([NH:20][C@H:21]2[CH2:26][CH2:25][C@H:24]([NH:27][S:28]([CH2:31][CH2:32][CH2:33]Cl)(=[O:30])=[O:29])[CH2:23][CH2:22]2)[N:3]=1.[NH:35]1[CH2:40][CH2:39][O:38][CH2:37][CH2:36]1>O1CCCC1>[NH2:1][C:2]1[C:7]([C:8](=[O:19])[C:9]2[C:14]([O:15][CH3:16])=[CH:13][CH:12]=[C:11]([F:17])[C:10]=2[F:18])=[CH:6][N:5]=[C:4]([NH:20][C@H:21]2[CH2:26][CH2:25][C@H:24]([NH:27][S:28]([CH2:31][CH2:32][CH2:33][N:35]3[CH2:40][CH2:39][O:38][CH2:37][CH2:36]3)(=[O:30])=[O:29])[CH2:23][CH2:22]2)[N:3]=1. Procedure: To a stirred solution of 3-chloro-propane-1-sulfonic acid [4-[4-amino-5-(2,3-difluoro-6-methoxy-benzoyl)-pyrimidin-2-ylamino]-cyclohexyl]-amide (104 mg, 0.20 mmol, Example 293) in tetrahydrofuran (5 mL), morpholine (100 mg, 1.15 mmol, Aldrich) was added and the mixture was heated at reflux for 24 hours. The reaction was quenched with water and the mixture was extracted with ethyl acetate (3×5 mL). The extracts were combined and dried with sodium sulfate and concentrated. The residue was chromato... Reactants: COC(=O)CCC(CCO)CCCCOCc1ccccc1, ClCCl, CC(C)OC(=O)N=NC(=O)OC(C)C, Oc1cccnc1, c1ccc(P(c2ccccc2)c2ccccc2)cc1. The product is COC(=O)CCC(CCCCOCc1ccccc1)CCOc1cccnc1. Reaction SMILES: [CH2:1]([c:2]1[cH:3][cH:4][cH:5][cH:6][cH:7]1)[O:8][CH2:9][CH2:10][CH2:11][CH2:12][CH:13]([CH2:14][CH2:15][C:16](=[O:17])[O:18][CH3:19])[CH2:20][CH2:21][OH:22].[CH2:63]([Cl:64])[Cl:65].[O:49]=[C:50]([O:51][CH:52]([CH3:53])[CH3:54])[N:55]=[N:56][C:57]([O:58][CH:59]([CH3:60])[CH3:61])=[O:62].[OH:23][c:24]1[cH:25][n:26][cH:27][cH:28][cH:29]1.[c:30]1([P:31]([c:32]2[cH:33][cH:34][cH:35][cH:36][cH:37]2)[c:38]2[cH:39][cH:40][cH:41][cH:42][cH:43]2)[cH:44][cH:45][cH:46][cH:47][cH:48]1>>[CH2:1]([c:2]1[cH:3][cH:4][cH:5][cH:6][cH:7]1)[O:8][CH2:9][CH2:10][CH2:11][CH2:12][CH:13]([CH2:14][CH2:15][C:16](=[O:17])[O:18][CH3:19])[CH2:20][CH2:21][O:22][c:24]1[cH:25][n:26][cH:27][cH:28][cH:29]1.